describe an organic reaction: reactants, conditions, products, and yield From a dataset of the Open Reaction Database (ORD), a public repository of structured organic reaction records. The reactants are CS(=O)(=O)OCCCC(=C)C1=CC=C(C(=O)OC)C=C1 (methyl 4-(5-methylsulfonyloxy-pent-1-en-2-yl)benzoate), [Cl-].[NH4+] (ammonium chloride), three, [H][H] (hydrogen), C(#N)CC(=O)OCC (ethyl cyanoacetate), C(#N)CC(=O)OCC (ethyl cyanoacetate), [H-].[Na+] (sodium hydride). The solvent is O1CCCC1 (tetrahydrofuran), O1CCCC1 (tetrahydrofuran), O1CCCC1 (tetrahydrofuran). Run at temperature 0 celsius. The product is C(=O)(OCC)C(CCCC(=C)C1=CC=C(C(=O)OC)C=C1)C#N (Methyl 4-(6-Carboethoxy-6-cyanohex-1-en-2-yl)benzoate). As a reaction SMILES: [H-].[Na+].[C:3]([CH2:5][C:6]([O:8][CH2:9][CH3:10])=[O:7])#[N:4].[H][H].CS(O[CH2:18][CH2:19][CH2:20][C:21]([C:23]1[CH:32]=[CH:31][C:26]([C:27]([O:29][CH3:30])=[O:28])=[CH:25][CH:24]=1)=[CH2:22])(=O)=O.[Cl-].[NH4+]>O1CCCC1>[C:6]([CH:5]([C:3]#[N:4])[CH2:18][CH2:19][CH2:20][C:21]([C:23]1[CH:24]=[CH:25][C:26]([C:27]([O:29][CH3:30])=[O:28])=[CH:31][CH:32]=1)=[CH2:22])([O:8][CH2:9][CH3:10])=[O:7] |f:0.1,5.6|. Procedure: A 1 liter three neck round bottomed-flask was equipped with a reflux condenser, addition funnel, and gas inlet, and charged with a mixture of 0.10 g (5.0 eq) of 80% sodium hydride in 40 ml of anhydrous tetrahydrofuran. This mixture was cooled to 0° C. and a solution of 0.39 ml (5.5 eq) of ethyl cyanoacetate in anhydrous tetrahydrofuran was added dropwise under a nitrogen atmosphere. The mixture was vigorously stirred and allowed to attain room temperature until hydrogen evolution was no longer o... The reactants are CC(C)(C)C(=O)Cl, CC(C)=O, CCOC(C)=O, O=C[O-], [Na+], [Na+], [OH-], O, CC(CO)NCCOCCc1ccc2sccc2c1. Product: CC(CO)N(C=O)CCOCCc1ccc2sccc2c1. RXN SMILES: [C:5]([Cl:6])(=[O:7])[C:8]([CH3:9])([CH3:10])[CH3:11].[CH3:33][C:34](=[O:35])[CH3:36].[CH3:37][CH2:38][O:39][C:40](=[O:41])[CH3:42].[CH:1](=[O:2])[O-:3].[Na+:32].[Na+:4].[OH-:31].[OH2:43].[s:12]1[c:13]2[c:14]([cH:15][cH:16]1)[cH:17][c:18]([CH2:21][CH2:22][O:23][CH2:24][CH2:25][NH:26][CH:27]([CH2:28][OH:29])[CH3:30])[cH:19][cH:20]2>>[CH:1](=[O:2])[N:26]([CH2:25][CH2:24][O:23][CH2:22][CH2:21][c:18]1[cH:17][c:14]2[c:13]([s:12][cH:16][cH:15]2)[cH:20][cH:19]1)[CH:27]([CH2:28][OH:29])[CH3:30]. Starting materials: solution, Cl (HCl), C(C1=CC=CC=C1)N1CC2(C1)N(CCC2)C(=O)OC(C)(C)C (tert-butyl 2-benzyl-2,5-diazaspiro[3.4]octane-5-carboxylate), C(C1=CC=CC=C1)N1CC2(C1)N(CCC2)C(=O)OC(C)(C)C (tert-butyl 2-benzyl-2,5-diazaspiro[3.4]octane-5-carboxylate). Solvent: CCOC(=O)C (EtOAc), CCOC(=O)C (EtOAc). Reaction conditions: time 12 hour. The product is Cl.Cl.C(C1=CC=CC=C1)N1CC2(C1)NCCC2 (2-Benzyl-2,5-diazaspiro[3.4]octane dihydrochloride). Isolated yield 96.0%. Reaction SMILES: [ClH:1].[CH2:2]([N:9]1[CH2:12][C:11]2([CH2:16][CH2:15][CH2:14][N:13]2C(OC(C)(C)C)=O)[CH2:10]1)[C:3]1[CH:8]=[CH:7][CH:6]=[CH:5][CH:4]=1>CCOC(C)=O>[ClH:1].[ClH:1].[CH2:2]([N:9]1[CH2:12][C:11]2([CH2:16][CH2:15][CH2:14][NH:13]2)[CH2:10]1)[C:3]1[CH:4]=[CH:5][CH:6]=[CH:7][CH:8]=1 |f:3.4.5|. Reported procedure: A 4M solution of HCl in EtOAc (2 L) was added to a solution of tert-butyl 2-benzyl-2,5-diazaspiro[3.4]octane-5-carboxylate (Intermediate 50, 195 g, 644.8 mmol) in EtOAc (0.5 L) and the mixture was stirred for 12 h. The resulting solid was collected by filtration and washed with tert-butylmethyl ether (2 L) to give the title salt (170 g, 96%) as white solid; 1H NMR: (d4-methanol) 2.04-2.11 (2H, m), 2.41 (2H, t), 3.39 (2H, t), 4.33 (2H, s), 4.81-4.88 (2H, m), 7.49-7.58 (5H, m). Starting materials: ClC1=CC=C(C=N1)C=CC(=O)NCC1=CC(=C(C=C1)NS(=O)(=O)C)F (3-(6-Chloro-pyridin-3-yl)-N-(3-fluoro-4-methanesulfonylamino-benzyl)-acrylamide), N1CCCC1 (pyrrolidine). The solvent is CCOC(=O)C (EtOAc). Run at temperature 90 celsius, time 12 hour. Product: FC=1C=C(CNC(C=CC=2C=NC(=CC2)N2CCCC2)=O)C=CC1NS(=O)(=O)C (N-(3-Fluoro-4-methanesulfonylamino-benzyl)-3-(6-pyrrolidin-1-yl-pyridin-3-yl)-acrylamide). Yield: 24.0%. As a reaction SMILES: Cl[C:2]1[N:7]=[CH:6][C:5]([CH:8]=[CH:9][C:10]([NH:12][CH2:13][C:14]2[CH:19]=[CH:18][C:17]([NH:20][S:21]([CH3:24])(=[O:23])=[O:22])=[C:16]([F:25])[CH:15]=2)=[O:11])=[CH:4][CH:3]=1.[NH:26]1[CH2:30][CH2:29][CH2:28][CH2:27]1>CCOC(C)=O>[F:25][C:16]1[CH:15]=[C:14]([CH:19]=[CH:18][C:17]=1[NH:20][S:21]([CH3:24])(=[O:23])=[O:22])[CH2:13][NH:12][C:10](=[O:11])[CH:9]=[CH:8][C:5]1[CH:6]=[N:7][C:2]([N:26]2[CH2:30][CH2:29][CH2:28][CH2:27]2)=[CH:3][CH:4]=1. Reported procedure: 3-(6-Chloro-pyridin-3-yl)-N-(3-fluoro-4-methanesulfonylamino-benzyl)-acrylamide (15 mg, 0.413 mmol) was added to pyrrolidine (0.5 ml) and the mixture was stirred for 12 hrs at 90° C. The resulting residue was dissolved in EtOAc, then washed three times with H2O, and neutralized with 1N HCl to pH 5˜7. The resulting solution was washed with brine, and then dried over anhyd. Na2SO4, filtered and concentrated under reduced pressure. The crude residue was recrystallized (CH2Cl2) to yield the title co... Reported procedure: 2-Methoxy-3-methyl-4-(tetrahydro-2H-pyran-2-yloxy)benzaldehyde—for preparation see e.g. Journal of Medicinal Chemistry, 41, 4819-4832 (1998)—(2.10 g, 8.4 mmol) was dissolved in ethanol (40 mL) and then HCl (2M, 40 mL) was added. After 20 minutes the solution was concentrated under reduced pressure. The aqueous residue was extracted twice with EtOAc and the combined organic solutions were washed with brine. The solution was dried over Na2SO4 and the solvent was removed by evaporation. The product... Reaction SMILES: [CH3:1][O:2][C:3]1[C:10]([CH3:11])=[C:9]([O:12]C2CCCCO2)[CH:8]=[CH:7][C:4]=1[CH:5]=[O:6].Cl>C(O)C>[OH:12][C:9]1[CH:8]=[CH:7][C:4]([CH:5]=[O:6])=[C:3]([O:2][CH3:1])[C:10]=1[CH3:11]. Run in C(C)O (ethanol). Yield: 72.0%. Starting materials: COC1=C(C=O)C=CC(=C1C)OC1OCCCC1 (2-Methoxy-3-methyl-4-(tetrahydro-2H-pyran-2-yloxy)benzaldehyde), 1998, Cl (HCl). Product: OC1=C(C(=C(C=O)C=C1)OC)C (4-Hydroxy-2-methoxy-3-methylbenzaldehyde). Starting materials: CI, CCOC(=O)c1c(-c2ccc(Oc3ccccc3)cc2)oc2cc(N3CCNS3(=O)=O)c(C3CC3)cc12, [H-], [Na+], CN(C)C=O. The product is CCOC(=O)c1c(-c2ccc(Oc3ccccc3)cc2)oc2cc(N3CCN(C)S3(=O)=O)c(C3CC3)cc12. RXN SMILES: [CH3:40][I:41].[CH:1]1([c:4]2[c:5]([N:31]3[S:32](=[O:36])(=[O:37])[NH:33][CH2:34][CH2:35]3)[cH:6][c:7]3[c:8]([c:9]([C:25](=[O:26])[O:27][CH2:28][CH3:29])[c:10](-[c:12]4[cH:13][cH:14][c:15]([O:18][c:19]5[cH:20][cH:21][cH:22][cH:23][cH:24]5)[cH:16][cH:17]4)[o:11]3)[cH:30]2)[CH2:2][CH2:3]1.[H-:39].[Na+:38].[O:42]=[CH:43][N:44]([CH3:45])[CH3:46]>>[CH:1]1([c:4]2[c:5]([N:31]3[S:32](=[O:36])(=[O:37])[N:33]([CH3:40])[CH2:34][CH2:35]3)[cH:6][c:7]3[c:8]([c:9]([C:25](=[O:26])[O:27][CH2:28][CH3:29])[c:10](-[c:12]4[cH:13][cH:14][c:15]([O:18][c:19]5[cH:20][cH:21][cH:22][cH:23][cH:24]5)[cH:16][cH:17]4)[o:11]3)[cH:30]2)[CH2:2][CH2:3]1.